Dataset: the Open Reaction Database (ORD), a public repository of structured organic reaction records. Task: describe an organic reaction: reactants, conditions, products, and yield Starting materials: CC1=C(C(=CC(=C1)[N+](=O)[O-])[N+](=O)[O-])C (1,2-Dimethyl-3,5-dinitrobenzene). Run in C(C)(=O)O (acetic acid). Yields the product CC1=C(C=C(C=C1C)[N+](=O)[O-])N (2,3-dimethyl-5-nitro-phenylamine). As a reaction SMILES: [CH3:1][C:2]1[CH:7]=[C:6]([N+:8]([O-:10])=[O:9])[CH:5]=[C:4]([N+:11]([O-])=O)[C:3]=1[CH3:14]>C(O)(=O)C>[CH3:14][C:3]1[C:2]([CH3:1])=[CH:7][C:6]([N+:8]([O-:10])=[O:9])=[CH:5][C:4]=1[NH2:11]. Procedure: 1,2-Dimethyl-3,5-dinitrobenzene (2.5 g, prepared as described in the above scheme) was dissolved in glacial acetic acid (25 mL, from Mallinckrodt) under N2 and heated to reflux. The heat source was removed and iron (2.13 g) was added all at once. After the initial vigorous reaction, the mixture was heated at reflux for 10 min and then cooled to room temperature. The reaction mixture was filtered through a celite pad and washed with ethyl acetate. The filtrate was evaporated under reduced pressur... The reactants are C(C)(=O)OCC (Ethyl acetate), C(C)(C)(C)OC(=O)NC(C(=O)O)CC1=CC=CC2=CC=CC=C12 (2-tert-Butoxycarbonylamino-3-(1-naphthyl)propionic acid), [H-].[Na+] (sodium hydride), IC (Iodomethane). Solvent: O (water), O1CCCC1 (tetrahydrofuran). Conditions: temperature 0 celsius, time 48 hour. The product is C(C)(C)(C)OC(=O)N([C@@H](C(=O)O)CC1=CC=CC2=CC=CC=C12)C ((2R)-2-(tert-butoxycarbonyl methylamino)-3-(1-naphthyl)propionic acid). Reaction SMILES: [C:1]([O:5][C:6]([NH:8][CH:9]([CH2:13][C:14]1[C:23]2[C:18](=[CH:19][CH:20]=[CH:21][CH:22]=2)[CH:17]=[CH:16][CH:15]=1)[C:10]([OH:12])=[O:11])=[O:7])([CH3:4])([CH3:3])[CH3:2].IC.[H-].[Na+].[C:28](OCC)(=O)C>O1CCCC1.O>[C:1]([O:5][C:6]([N:8]([CH3:28])[C@H:9]([CH2:13][C:14]1[C:23]2[C:18](=[CH:19][CH:20]=[CH:21][CH:22]=2)[CH:17]=[CH:16][CH:15]=1)[C:10]([OH:12])=[O:11])=[O:7])([CH3:4])([CH3:2])[CH3:3] |f:2.3|. Procedure details: 2-tert-Butoxycarbonylamino-3-(1-naphthyl)propionic acid (5.0 g; 0.015 mol) was dissolved in tetrahydrofuran (40 mL). Iodomethane (7.6 mL; 0.12 mol) was added. The reaction mixture was cooled to 0° C. and sodium hydride was added. The reaction mixture was stirred for 48 hours. Ethyl acetate (50 mL) and water (20 mL) were added dropwise. The solvent was removed in vacuo and ether (30 mL) and water (20 mL) were added. The organic phase was washed with an aqueous solution of sodium hydrogen carbonat... Reactants: CCCCCCCCP(CCCCCCCC)CCCCCCCC, ClCCl, CN(C)C=O. Yields the product CCCCCCCC[PH+](CCCCCCCC)CCCCCCCC, [Cl-]. Reaction SMILES: [CH2:4]([CH2:5][CH2:6][CH2:7][CH2:8][CH2:9][CH2:10][CH3:11])[P:12]([CH2:13][CH2:14][CH2:15][CH2:16][CH2:17][CH2:18][CH2:19][CH3:20])[CH2:21][CH2:22][CH2:23][CH2:24][CH2:25][CH2:26][CH2:27][CH3:28].[Cl:1][CH2:2][Cl:3].[O:29]=[CH:30][N:31]([CH3:32])[CH3:33]>>[CH2:4]([CH2:5][CH2:6][CH2:7][CH2:8][CH2:9][CH2:10][CH3:11])[PH+:12]([CH2:13][CH2:14][CH2:15][CH2:16][CH2:17][CH2:18][CH2:19][CH3:20])[CH2:21][CH2:22][CH2:23][CH2:24][CH2:25][CH2:26][CH2:27][CH3:28].[Cl-:1]. Reactants: [Br-], COc1cc(C=O)cc(Br)c1OC, C1CCOC1, C[Mg+], CCOC(C)=O. The product is COc1cc(C(C)O)cc(Br)c1OC. Reaction SMILES: [Br-:14].[Br:1][c:2]1[cH:3][c:4]([CH:5]=[O:6])[cH:7][c:8]([O:12][CH3:13])[c:9]1[O:10][CH3:11].[CH2:23]1[O:24][CH2:25][CH2:26][CH2:27]1.[CH3:15][Mg+:16].[CH3:17][CH2:18][O:19][C:20]([CH3:21])=[O:22]>>[Br:1][c:2]1[cH:3][c:4]([CH:5]([OH:6])[CH3:17])[cH:7][c:8]([O:12][CH3:13])[c:9]1[O:10][CH3:11]. Starting materials: C(C)OC(CC[C@H](CO)NC(=O)OC(C)(C)C)=O ((4R)-4-t-butoxycarbonylamino-5-hydroxypentanoic acid ethyl ester), C(C)(C)N(CC)C(C)C (diisopropylethylamine), ice water. Run in CS(=O)C.C(C)(=O)OCC (dimethylsulfoxide ethyl acetate). Run at time 1 hour. Product: C(C)OC(CC[C@@H](NC(=O)OC(C)(C)C)C=O)=O ((4R)-4-formyl-4-t-butoxycarbonylaminobutanoic acid ethyl ester). Isolated yield 102.6%. RXN SMILES: [CH2:1]([O:3][C:4](=[O:18])[CH2:5][CH2:6][C@@H:7]([NH:10][C:11]([O:13][C:14]([CH3:17])([CH3:16])[CH3:15])=[O:12])[CH2:8][OH:9])[CH3:2].C(N(C(C)C)CC)(C)C>CS(C)=O.C(OCC)(=O)C>[CH2:1]([O:3][C:4](=[O:18])[CH2:5][CH2:6][C@H:7]([CH:8]=[O:9])[NH:10][C:11]([O:13][C:14]([CH3:15])([CH3:17])[CH3:16])=[O:12])[CH3:2] |f:2.3|. Procedure: Under an atmosphere of argon, to a mixed solution of (4R)-4-t-butoxycarbonylamino-5-hydroxypentanoic acid ethyl ester (1.62 g) and diisopropylethylamine (6.5 ml) in dimethylsulfoxide-ethyl acetate (1:1, 40 mL) was added sulfur trioxide pyridine complex (2.96 g) in ice bath and the mixture was stirred in ice bath for 1 hour. The reaction solution was poured into ice water and extracted with ethyl acetate. The organic layer was washed with 0.5N hydrochloric acid, water and brine, dried over anhydr...